This data is from the Open Reaction Database (ORD), a public repository of structured organic reaction records. The task is: describe an organic reaction: reactants, conditions, products, and yield Starting materials: CC(C)(C)OC(=O)N1CCc2nc(I)n(COCC[Si](C)(C)C)c2CC1, CCc1cc(OC)c(F)cc1-c1ccc2c([Sn](C)(C)C)nn(C3CCCCO3)c2c1, Cc1ccccc1, [Cu]I, [Pd], c1ccc(P(c2ccccc2)c2ccccc2)cc1, c1ccc(P(c2ccccc2)c2ccccc2)cc1, c1ccc(P(c2ccccc2)c2ccccc2)cc1, c1ccc(P(c2ccccc2)c2ccccc2)cc1. The product is CCc1cc(OC)c(F)cc1-c1ccc2c(-c3nc4c(n3COCC[Si](C)(C)C)CCN(C(=O)OC(C)(C)C)CC4)nn(C3CCCCO3)c2c1. As a reaction SMILES: [C:31]([CH3:32])([CH3:33])([CH3:34])[O:35][C:36](=[O:37])[N:38]1[CH2:39][CH2:40][c:41]2[c:42]([n:45][c:46]([I:56])[n:47]2[CH2:48][O:49][CH2:50][CH2:51][Si:52]([CH3:53])([CH3:54])[CH3:55])[CH2:43][CH2:44]1.[CH2:1]([CH3:2])[c:3]1[c:4](-[c:12]2[cH:13][cH:14][c:15]3[c:16]([Sn:27]([CH3:28])([CH3:29])[CH3:30])[n:17][n:18]([CH:21]4[O:22][CH2:23][CH2:24][CH2:25][CH2:26]4)[c:19]3[cH:20]2)[cH:5][c:6]([F:11])[c:7]([O:9][CH3:10])[cH:8]1.[CH3:57][c:58]1[cH:59][cH:60][cH:61][cH:62][cH:63]1.[Cu:64][I:65].[Pd:66].[c:105]1([P:106]([c:107]2[cH:108][cH:109][cH:110][cH:111][cH:112]2)[c:113]2[cH:114][cH:115][cH:116][cH:117][cH:118]2)[cH:119][cH:120][cH:121][cH:122][cH:123]1.[c:124]1([P:125]([c:126]2[cH:127][cH:128][cH:129][cH:130][cH:131]2)[c:132]2[cH:133][cH:134][cH:135][cH:136][cH:137]2)[cH:138][cH:139][cH:140][cH:141][cH:142]1.[c:67]1([P:68]([c:69]2[cH:70][cH:71][cH:72][cH:73][cH:74]2)[c:75]2[cH:76][cH:77][cH:78][cH:79][cH:80]2)[cH:81][cH:82][cH:83][cH:84][cH:85]1.[c:86]1([P:87]([c:88]2[cH:89][cH:90][cH:91][cH:92][cH:93]2)[c:94]2[cH:95][cH:96][cH:97][cH:98][cH:99]2)[cH:100][cH:101][cH:102][cH:103][cH:104]1>>[CH2:1]([CH3:2])[c:3]1[c:4](-[c:12]2[cH:13][cH:14][c:15]3[c:16](-[c:46]4[n:45][c:42]5[c:41]([n:47]4[CH2:48][O:49][CH2:50][CH2:51][Si:52]([CH3:53])([CH3:54])[CH3:55])[CH2:40][CH2:39][N:38]([C:36]([O:35][C:31]([CH3:32])([CH3:33])[CH3:34])=[O:37])[CH2:44][CH2:43]5)[n:17][n:18]([CH:21]4[O:22][CH2:23][CH2:24][CH2:25][CH2:26]4)[c:19]3[cH:20]2)[cH:5][c:6]([F:11])[c:7]([O:9][CH3:10])[cH:8]1. Yields the product ClC=1C=C(C=C(C1)F)C1=CC(=NN1C1=NC(=CC=C1)Cl)C(=O)O (5-(3-Chloro-5-fluorophenyl)-1-(6-chloropyridin-2-yl)-1H-pyrazole-3-carboxylic acid). Reaction SMILES: [Cl:1][C:2]1[CH:3]=[C:4]([C:9]2[N:13]([C:14]3[CH:19]=[CH:18][CH:17]=[CH:16][N:15]=3)[N:12]=[C:11]([C:20]([OH:22])=[O:21])[CH:10]=2)[CH:5]=[C:6]([F:8])[CH:7]=1.[Cl:23]C1N=C(NN)C=CC=1>>[Cl:1][C:2]1[CH:3]=[C:4]([C:9]2[N:13]([C:14]3[CH:19]=[CH:18][CH:17]=[C:16]([Cl:23])[N:15]=3)[N:12]=[C:11]([C:20]([OH:22])=[O:21])[CH:10]=2)[CH:5]=[C:6]([F:8])[CH:7]=1. Procedure details: 1.30 g (3.97 mmol) of the compound of Example 1A is reacted analogously to the synthesis of the compound of Example 20A with 854 mg (5.95 mmol) of 6-chloropyridin-2-yl-hydrazine. After hydrolysis, 815 mg (58% of theory) of the title compound is obtained. The reactants are compound, ClC=1C=C(C=C(C1)F)C1=CC(=NN1C1=NC=CC=C1)C(=O)O (5-(3-Chloro-5-fluorophenyl)-1-(pyridin-2-yl)-1H-pyrazole-3-carboxylic acid), ClC1=CC=CC(=N1)NN (6-chloropyridin-2-yl-hydrazine). Starting materials: NC(CN(S(=O)(=O)C)C=1C=C(C(=O)OCC2=CC=CC=C2)C=CC1OC)=O (Benzyl 3-(N-(2-amino-2-oxoethyl)methylsulfonamido)-4-methoxybenzoate). Reagents/catalysts: [Pd] (Pd/C). Run in CO (MeOH), C(Cl)(Cl)Cl (CHCl3). Reaction conditions: time 30 minute. The product is NC(CN(S(=O)(=O)C)C=1C=C(C(=O)O)C=CC1OC)=O (3-(N-(2-amino-2-oxoethyl)methylsulfonamido)-4-methoxybenzoic acid). Yield: 88.4%. As a reaction SMILES: [NH2:1][C:2](=[O:27])[CH2:3][N:4]([C:9]1[CH:10]=[C:11]([CH:22]=[CH:23][C:24]=1[O:25][CH3:26])[C:12]([O:14]CC1C=CC=CC=1)=[O:13])[S:5]([CH3:8])(=[O:7])=[O:6]>CO.C(Cl)(Cl)Cl.[Pd]>[NH2:1][C:2](=[O:27])[CH2:3][N:4]([C:9]1[CH:10]=[C:11]([CH:22]=[CH:23][C:24]=1[O:25][CH3:26])[C:12]([OH:14])=[O:13])[S:5]([CH3:8])(=[O:7])=[O:6]. Procedure: Benzyl 3-(N-(2-amino-2-oxoethyl)methylsulfonamido)-4-methoxybenzoate (220 mg, 0.561 mmol) was dissolved in MeOH (20 ml) and CHCl3 (5 ml), then Pd/C 5% (119 mg, 0.056 mmol) was added. The solution was shaken under hydrogen atmosphere at 30 psi on a Parr apparatus for 30 minutes. The catalyst was filtered off and the solvent removed under vacuum to give 3-(N-(2-amino-2-oxoethyl)methylsulfonamido)-4-methoxybenzoic acid (150 mg, 89% yield). Reactants: ClCCl, O=[Cr](=O)=O, O=C1CCC=C1CCO, c1ccncc1. Yields the product O=CCC1=CCCC1=O. RXN SMILES: [CH2:20]([Cl:21])[Cl:22].[O:1]=[Cr:2](=[O:3])=[O:4].[OH:11][CH2:12][CH2:13][C:14]1=[CH:18][CH2:17][CH2:16][C:15]1=[O:19].[cH:5]1[cH:6][cH:7][n:8][cH:9][cH:10]1>>[O:11]=[CH:12][CH2:13][C:14]1=[CH:18][CH2:17][CH2:16][C:15]1=[O:19]. Starting materials: NC1=CC=CC(=N1)N1CCN(CC1)C (6-amino-2-(4-methyl-1-piperazinyl)pyridine), C(C)OC=C(C(=O)OCC)C(=O)OCC (diethyl ethoxymethylenemalonate). Run at temperature 90 celsius. The product is CN1CCN(CC1)C1=CC=CC(=N1)NC=C(C(=O)OCC)C(=O)OCC (Diethyl 6-(4-methyl-1-piperazinyl)-2-pyridylamino-methylenemalonate). Reaction SMILES: [NH2:1][C:2]1[N:7]=[C:6]([N:8]2[CH2:13][CH2:12][N:11]([CH3:14])[CH2:10][CH2:9]2)[CH:5]=[CH:4][CH:3]=1.C(O[CH:18]=[C:19]([C:25]([O:27][CH2:28][CH3:29])=[O:26])[C:20]([O:22][CH2:23][CH3:24])=[O:21])C>>[CH3:14][N:11]1[CH2:10][CH2:9][N:8]([C:6]2[N:7]=[C:2]([NH:1][CH:18]=[C:19]([C:20]([O:22][CH2:23][CH3:24])=[O:21])[C:25]([O:27][CH2:28][CH3:29])=[O:26])[CH:3]=[CH:4][CH:5]=2)[CH2:13][CH2:12]1. Procedure: A mixture containing 2.5 g of 6-amino-2-(4-methyl-1-piperazinyl)pyridine and 3.1 g of diethyl ethoxymethylenemalonate was heated at 90° C for 2 hours and then chilled. The resulting solid was recrystallized from benzene to give the product, m.p. 114°- 115° C. Starting materials: CI (MeI), Cl (HCl), ice, FC1=CC=C2CCC(NC2=C1)=O (7-fluoro-3,4-dihydro-1H-quinolin-2-one), CC(C)([O-])C.[K+] (potassium tert-butoxide). Run in CCOC(=O)C (EtOAc), CN(C)C=O (DMF). The product is FC1=CC=C2CCC(N(C2=C1)C)=O (7-Fluoro-1-methyl-3,4-dihydro-1H-quinolin-2-one). Yield: 89.3%. As a reaction SMILES: [F:1][C:2]1[CH:11]=[C:10]2[C:5]([CH2:6][CH2:7][C:8](=[O:12])[NH:9]2)=[CH:4][CH:3]=1.[CH3:13]C(C)([O-])C.[K+].CI.Cl>CN(C=O)C.CCOC(C)=O>[F:1][C:2]1[CH:11]=[C:10]2[C:5]([CH2:6][CH2:7][C:8](=[O:12])[N:9]2[CH3:13])=[CH:4][CH:3]=1 |f:1.2|. Procedure details: To an ice cold solution of 7-fluoro-3,4-dihydro-1H-quinolin-2-one (16.5 g, 0.1 mol) in DMF (200 mL) was added potassium tert-butoxide (22.4 g, 0.2 mol) in 2 portions. The reaction mixture was stirred at 0° C. for 30 min before MeI (25.4 g, 0.18 mol) was added. After the addition, the reaction mixture was allowed to warm up to room temperature slowly and stirred at room temperature over night. The reaction mixture was diluted with EtOAc (500 mL), then poured into 200 mL of 1 N aq. HCl. After extr... Starting materials: OCC1CN(CCN1C1COC1)C(=O)OC(C)(C)C ((+/−) Tert-butyl 3-(hydroxymethyl)-4-(oxetan-3-yl)piperazine-1-carboxylate), N1C=NC=C1 (imidazole), [Si](C)(C)(C(C)(C)C)Cl (TBS-Cl), [Si](C)(C)(C(C)(C)C)Cl (TBS-Cl), N1C=NC=C1 (imidazole). Run in CCOC(=O)C (EtOAc), CN(C)C=O (DMF). Run at time 24 hour. Product: [Si](C)(C)(C(C)(C)C)OCC1CN(CCN1C1COC1)C(=O)OC(C)(C)C ((+/−) Tert-butyl 3-(((tert-butyldimethylsilyl)oxy)methyl)-4-(oxetan-3-yl)piperazine-1-carboxylate). Isolated yield 46.9%. As a reaction SMILES: [OH:1][CH2:2][CH:3]1[N:8]([CH:9]2[CH2:12][O:11][CH2:10]2)[CH2:7][CH2:6][N:5]([C:13]([O:15][C:16]([CH3:19])([CH3:18])[CH3:17])=[O:14])[CH2:4]1.N1C=CN=C1.[Si:25](Cl)([C:28]([CH3:31])([CH3:30])[CH3:29])([CH3:27])[CH3:26]>CN(C=O)C.CCOC(C)=O>[Si:25]([O:1][CH2:2][CH:3]1[N:8]([CH:9]2[CH2:12][O:11][CH2:10]2)[CH2:7][CH2:6][N:5]([C:13]([O:15][C:16]([CH3:19])([CH3:18])[CH3:17])=[O:14])[CH2:4]1)([C:28]([CH3:31])([CH3:30])[CH3:29])([CH3:27])[CH3:26]. Reported procedure: (+/−) Tert-butyl 3-(hydroxymethyl)-4-(oxetan-3-yl)piperazine-1-carboxylate (1 g, 3.67 mmol) was taken up in DMF (2 mL) and imidazole (0.500 g, 7.34 mmol) and TBS-Cl (0.609 g, 4.04 mmol) were added. The reaction was stirred at room temperature over the weekend. An additional 0.2 eq. of TBS-Cl and 0.5 eq. of imidazole were added, and the reaction mixture was heated at 40° C. overnight, then at 45° C. for 24 h. The reaction mixture was diluted with EtOAc and washed with water 4×. The organic layer ... The reactants are ClC1=CC=C2C=CNC2=C1 (6-chloroindole), COC(C(=COCC)[N+](=O)[O-])=O (alpha-nitro-beta-ethoxy acrylic acid methylester), mixture, benzene-ether-hexane, C(C)(=O)OC(C)=O (acetic anhydride). Reaction conditions: time 45 hour. The product is COC(C(=CC1=CNC2=CC(=CC=C12)Cl)[N+](=O)[O-])=O (Alpha-nitro-6-chloro-3-indoleacrylic acid methylester). The yield is 51.0%. RXN SMILES: [Cl:1][C:2]1[CH:10]=[C:9]2[C:5]([CH:6]=[CH:7][NH:8]2)=[CH:4][CH:3]=1.[CH3:11][O:12][C:13](=[O:22])[C:14]([N+:19]([O-:21])=[O:20])=[CH:15]OCC.C(OC(=O)C)(=O)C>>[CH3:11][O:12][C:13](=[O:22])[C:14]([N+:19]([O-:21])=[O:20])=[CH:15][C:6]1[C:5]2[C:9](=[CH:10][C:2]([Cl:1])=[CH:3][CH:4]=2)[NH:8][CH:7]=1. Reported procedure: A 4-1. battery jar was charged with 641 g (4.23 moles) of 6-chloroindole, 926 g (5.3 moles) of crude (ca. 85% pure) alpha-nitro-beta-ethoxy acrylic acid methylester and 475 L g (4.65 moles) of acetic anhydride. The mixture was well stirred at room temperature for 45 hours to give a highly viscous suspension of an orange precipitate. 1.5 l of a mixture of benzene-ether-hexane 1:1:3 was added and the mixture stirred vigorously for 30 minutes. The product was collected by filtration, washed with 1.... The reactants are ClC=1C=NC=2N(C1)N=C(C2)C(=O)O (6-chloro-pyrazolo[1,5-a]pyrimidine-2-carboxylic acid), CC1NCCC2=C(C=CC=C12)N1CCOCC1 (1-Methyl-5-morpholin-4-yl-1,2,3,4-tetrahydro-isoquinoline). Product: ClC=1C=NC=2N(C1)N=C(C2)C(=O)N2C(C1=CC=CC(=C1CC2)N2CCOCC2)C ((6-Chloro-pyrazolo[1,5-a]pyrimidin-2-yl)-(1-methyl-5-morpholin-4-yl-3,4-dihydro-1H-isoquinolin-2-yl)-methanone). As a reaction SMILES: [Cl:1][C:2]1[CH:3]=[N:4][C:5]2[N:6]([N:8]=[C:9]([C:11]([OH:13])=O)[CH:10]=2)[CH:7]=1.[CH3:14][CH:15]1[C:24]2[C:19](=[C:20]([N:25]3[CH2:30][CH2:29][O:28][CH2:27][CH2:26]3)[CH:21]=[CH:22][CH:23]=2)[CH2:18][CH2:17][NH:16]1>>[Cl:1][C:2]1[CH:3]=[N:4][C:5]2[N:6]([N:8]=[C:9]([C:11]([N:16]3[CH2:17][CH2:18][C:19]4[C:24](=[CH:23][CH:22]=[CH:21][C:20]=4[N:25]4[CH2:30][CH2:29][O:28][CH2:27][CH2:26]4)[CH:15]3[CH3:14])=[O:13])[CH:10]=2)[CH:7]=1. Reported procedure: In close analogy to the procedure described in Example 1, 6-chloro-pyrazolo[1,5-a]pyrimidine-2-carboxylic acid is reacted with 1-Methyl-5-morpholin-4-yl-1,2,3,4-tetrahydro-isoquinoline to provide the title compound in moderate yield. The reactants are [Br-].BrC=1C=C(C[P+](C2=CC=CC=C2)(C2=CC=CC=C2)C2=CC=CC=C2)C=CC1 ((3-bromo-benzyl)-triphenylphosphonium bromide), potassium tert.-butylate, BrC1=CC=C(C=O)C=C1 (4-bromobenzaldehyde). Run in O1CCCC1 (tetrahydrofuran). Conditions: time 3 minute. Yields the product BrC=1C=C(C=CC1)\C=C\C1=CC=C(C=C1)Br ((E)-3,4'-dibromostilbene). Reaction SMILES: [Br-].[Br:2][C:3]1[CH:4]=[C:5]([CH:26]=[CH:27][CH:28]=1)[CH2:6][P+](C1C=CC=CC=1)(C1C=CC=CC=1)C1C=CC=CC=1.[Br:29][C:30]1[CH:37]=[CH:36][C:33]([CH:34]=O)=[CH:32][CH:31]=1>O1CCCC1>[Br:2][C:3]1[CH:4]=[C:5](/[CH:6]=[CH:34]/[C:33]2[CH:36]=[CH:37][C:30]([Br:29])=[CH:31][CH:32]=2)[CH:26]=[CH:27][CH:28]=1 |f:0.1|. Procedure details: A solution of 38.0 g of (3-bromo-benzyl)-triphenylphosphonium bromide, known from the literature, in 250 ml of tetrahydrofuran was treated at -10° C. with 8.75 g of potassium tert.-butylate and stirred for 3 minutes. A solution of 14.8 g of 4-bromobenzaldehyde was added dropwise to the yellow-orange suspension within 15 minutes. After stirring for 60 minutes the reaction mixture was concentrated. The residue was treated with ice-water and extracted with ethyl acetate/ether. The organic phases we...